This data is from the Open Reaction Database (ORD), a public repository of structured organic reaction records. The task is: describe an organic reaction: reactants, conditions, products, and yield Reactants: FC1=CC=C2C=C(C=NC2=C1F)I (7,8-difluoro-3-iodoquinoline), FC1=C(C(=CC=C1)O)C(C(C)=O)(C)C (3-(2-fluoro-6-hydroxyphenyl)-3-methyl-butan-2-one), C([O-])([O-])=O.[Cs+].[Cs+] (cesium carbonate), C(C(C)(C)C)(=O)CC(C(C)(C)C)=O (dipivaloylmethane). Reagents/catalysts: [Cu]Cl (copper (I) chloride). Run in CN1C(CCC1)=O (N-methylpyrrolidone). Run at temperature 130 celsius, time 48 hour. The product is FC1=CC=C2C=C(C=NC2=C1F)OC1=C(C(=CC=C1)F)C(C(C)=O)(C)C (3-[2-(7,8-difluoroquinolin-3-yloxy)-6-fluoro-phenyl]-3-methyl-butan-2-one). Isolated yield 10.5%. RXN SMILES: [F:1][C:2]1[C:11]([F:12])=[C:10]2[C:5]([CH:6]=[C:7](I)[CH:8]=[N:9]2)=[CH:4][CH:3]=1.[F:14][C:15]1[CH:20]=[CH:19][CH:18]=[C:17]([OH:21])[C:16]=1[C:22]([CH3:27])([CH3:26])[C:23](=[O:25])[CH3:24].C(=O)([O-])[O-].[Cs+].[Cs+].C(CC(=O)C(C)(C)C)(=O)C(C)(C)C>[Cu]Cl.CN1CCCC1=O>[F:1][C:2]1[C:11]([F:12])=[C:10]2[C:5]([CH:6]=[C:7]([O:21][C:17]3[CH:18]=[CH:19][CH:20]=[C:15]([F:14])[C:16]=3[C:22]([CH3:27])([CH3:26])[C:23](=[O:25])[CH3:24])[CH:8]=[N:9]2)=[CH:4][CH:3]=1 |f:2.3.4|. Procedure details: 3 ml of N-methylpyrrolidone was added to 0.78 g of 7,8-difluoro-3-iodoquinoline, 0.26 g of 3-(2-fluoro-6-hydroxyphenyl)-3-methyl-butan-2-one, 1.05 g of cesium carbonate, 53 mg of dipivaloylmethane, and 0.27 g of copper (I) chloride. After 48 hours of stirring at 130° C., the reaction solution was filtered with CELITE and the liquid was separated with ethyl acetate. The organic layer was concentrated and purified by silica gel column chromatography to obtain 0.05 g of 3-[2-(7,8-difluoroquinolin-3... The reactants are NC=1C=C(C(=O)O)C=C(C1OC1=CC=CC=C1)S(N)(=O)=O (3-amino-4-phenoxy-5-sulphamyl-benzoic acid), BrCCCCCC (1-bromo-n-hexane), CS(=O)(=O)O (methanesulphonic acid). Reaction SMILES: [NH2:1][C:2]1[CH:3]=[C:4]([CH:8]=[C:9]([S:18](=[O:21])(=[O:20])[NH2:19])[C:10]=1[O:11][C:12]1[CH:17]=[CH:16][CH:15]=[CH:14][CH:13]=1)[C:5]([OH:7])=[O:6].Br[CH2:23][CH2:24][CH2:25][CH2:26][CH2:27][CH3:28].CS(O)(=O)=O>C(O)CCCCC>[CH2:23]([O:6][C:5](=[O:7])[C:4]1[CH:8]=[C:9]([S:18](=[O:21])(=[O:20])[NH2:19])[C:10]([O:11][C:12]2[CH:17]=[CH:16][CH:15]=[CH:14][CH:13]=2)=[C:2]([NH:1][CH2:4][CH2:3][CH2:2][CH2:10][CH2:9][CH3:8])[CH:3]=1)[CH2:24][CH2:25][CH2:26][CH2:27][CH3:28]. Procedure: A mixture of 3-amino-4-phenoxy-5-sulphamyl-benzoic acid (4.62 g), 1-bromo-n-hexane (5 g), methanesulphonic acid (0.05 ml), and n-hexanol (40 ml) was refluxed for 60 hours. After cooling, the precipitated n-hexyl-3-n-hexylamino-4-phenoxy-5-sulphamyl-benzoate was collected and recrystallized from hexanol. The melting point was 137°-138°C. The product is C(CCCCC)OC(C1=CC(=C(C(=C1)S(N)(=O)=O)OC1=CC=CC=C1)NCCCCCC)=O (n-Hexyl-3-n-hexylamino-4-phenoxy-5-sulphamyl-benzoate). Run in C(CCCCC)O (n-hexanol). The reactants are O=C(Cl)c1ccccc1, ClCCl, CCOC(=O)c1sc(N)nc1C, c1ccncc1. Product: CCOC(=O)c1sc(NC(=O)c2ccccc2)nc1C. RXN SMILES: [C:19]([c:20]1[cH:21][cH:22][cH:23][cH:24][cH:25]1)(=[O:26])[Cl:27].[Cl:28][CH2:29][Cl:30].[NH2:1][c:2]1[s:3][c:4]([C:8](=[O:9])[O:10][CH2:11][CH3:12])[c:5]([CH3:7])[n:6]1.[cH:13]1[cH:14][cH:15][n:16][cH:17][cH:18]1>>[NH:1]([c:2]1[s:3][c:4]([C:8](=[O:9])[O:10][CH2:11][CH3:12])[c:5]([CH3:7])[n:6]1)[C:19]([c:20]1[cH:21][cH:22][cH:23][cH:24][cH:25]1)=[O:26].